From a dataset of the Open Reaction Database (ORD), a public repository of structured organic reaction records. describe an organic reaction: reactants, conditions, products, and yield Reactants: C1(CC1)C(=O)O (cyclopropanecarboxylic acid), C1(CC1)C(=O)Cl (cyclopropanecarboxylic acid chloride), cyclobutyl. Product: C1(CC1)C(=O)OC(=O)C1CC1 (CYCLOPROPANECARBOXYLIC ACID ANHYDRIDE). Reaction SMILES: [CH:1]1([C:4]([OH:6])=[O:5])[CH2:3][CH2:2]1.[CH:7]1([C:10](Cl)=[O:11])[CH2:9][CH2:8]1>>[CH:1]1([C:4]([O:6][C:10]([CH:7]2[CH2:9][CH2:8]2)=[O:11])=[O:5])[CH2:3][CH2:2]1. Procedure: This was prepared from cyclopropanecarboxylic acid (Aldrich) and cyclopropanecarboxylic acid chloride (Aldrich) by the method given (Example IV) for the preparation of the cyclobutyl analogue and purified by vacuum distillation; bp 95°-100° C. at 6 torr (lit.: Castro and Dormoy, Bull. Soc. Chem. Fr. 8, 3034 (1971) bp 102°-104° C. at 8 torr); IR anhydride C=O stretch absorptions at 5.53 and 5.74μ. Starting materials: ClCCCl, CC(C)(C(N)c1ccccc1)N1CCCC1, CSc1cc(Cl)cc(C)c1C(=O)O, ClCCl, O, On1nnc2ccccc21. Yields the product CSc1cc(Cl)cc(C)c1C(=O)NC(c1ccccc1)C(C)(C)N1CCCC1. Reaction SMILES: [CH2:41]([Cl:42])[CH2:43][Cl:44].[CH3:1][C:2]([CH:3]([c:4]1[cH:5][cH:6][cH:7][cH:8][cH:9]1)[NH2:10])([CH3:11])[N:12]1[CH2:13][CH2:14][CH2:15][CH2:16]1.[Cl:17][c:18]1[cH:19][c:20]([CH3:29])[c:21]([C:22](=[O:23])[OH:24])[c:25]([S:27][CH3:28])[cH:26]1.[Cl:45][CH2:46][Cl:47].[OH2:30].[OH:31][n:32]1[c:33]2[cH:34][cH:35][cH:36][cH:37][c:38]2[n:39][n:40]1>>[CH3:1][C:2]([CH:3]([c:4]1[cH:5][cH:6][cH:7][cH:8][cH:9]1)[NH:10][C:22]([c:21]1[c:20]([CH3:29])[cH:19][c:18]([Cl:17])[cH:26][c:25]1[S:27][CH3:28])=[O:23])([CH3:11])[N:12]1[CH2:13][CH2:14][CH2:15][CH2:16]1. Reactants: resultant mixture, COC(=O)C=1N=C(C2=CC(=CC=C2C1O)OC1=CC=CC=C1)C#N (1-cyano-4-hydroxy-7-phenoxy-isoquinoline-3-carboxylic acid methyl ester), NC[C@@H](C(=O)O)NC(=O)OCC1=CC=CC=C1 (3-amino-2-(S)-benzyloxycarbonylamino-propionic acid), C[O-].[Na+] (NaOMe). Solvent: COCCO (2-methoxyethanol). Product: C(C1=CC=CC=C1)OC(=O)N[C@H](C(=O)O)CNC(=O)C=1N=C(C2=CC(=CC=C2C1O)OC1=CC=CC=C1)C#N (2-(S)-Benzyloxycarbonylamino-3-[(1-cyano-4-hydroxy-7-phenoxy-isoquinoline-3-carbonyl)-amino]-propionic acid). Isolated yield 27.0%. As a reaction SMILES: CO[C:3]([C:5]1[N:6]=[C:7]([C:23]#[N:24])[C:8]2[C:13]([C:14]=1[OH:15])=[CH:12][CH:11]=[C:10]([O:16][C:17]1[CH:22]=[CH:21][CH:20]=[CH:19][CH:18]=1)[CH:9]=2)=[O:4].[NH2:25][CH2:26][C@H:27]([NH:31][C:32]([O:34][CH2:35][C:36]1[CH:41]=[CH:40][CH:39]=[CH:38][CH:37]=1)=[O:33])[C:28]([OH:30])=[O:29].C[O-].[Na+]>COCCO>[CH2:35]([O:34][C:32]([NH:31][C@@H:27]([CH2:26][NH:25][C:3]([C:5]1[N:6]=[C:7]([C:23]#[N:24])[C:8]2[C:13]([C:14]=1[OH:15])=[CH:12][CH:11]=[C:10]([O:16][C:17]1[CH:18]=[CH:19][CH:20]=[CH:21][CH:22]=1)[CH:9]=2)=[O:4])[C:28]([OH:30])=[O:29])=[O:33])[C:36]1[CH:37]=[CH:38][CH:39]=[CH:40][CH:41]=1 |f:2.3|. Procedure: To mixture of 1-cyano-4-hydroxy-7-phenoxy-isoquinoline-3-carboxylic acid methyl ester (200 mg, 0.63 mmol) and 3-amino-2-(S)-benzyloxycarbonylamino-propionic acid (745 mg, 3.12 mmol) (Bachem) in 2-methoxyethanol (10 mL) was added NaOMe solid (135 mg, 2.5 mmol). The resultant mixture was refluxed overnight. Reaction mixture was concentrated. Residue was dissolved in water (100 mL) and acidified by 1 N HCl to pH=3-4. Precipitate was collected, rinsed with water and dried. It was purified by silica ... The reactants are Br[Mg]c1ccccc1, CSc1ncc2ccc(C=O)n2n1, CCOC(C)=O, C1CCOC1. Yields the product CSc1ncc2ccc(C(O)c3ccccc3)n2n1. RXN SMILES: [Br:1][Mg:2][c:3]1[cH:4][cH:5][cH:6][cH:7][cH:8]1.[CH3:14][S:15][c:16]1[n:17][n:18]2[c:19]([cH:20][n:21]1)[cH:22][cH:23][c:24]2[CH:25]=[O:26].[CH3:27][CH2:28][O:29][C:30](=[O:31])[CH3:32].[O:9]1[CH2:10][CH2:11][CH2:12][CH2:13]1>>[c:3]1([CH:25]([c:24]2[n:18]3[n:17][c:16]([S:15][CH3:14])[n:21][cH:20][c:19]3[cH:22][cH:23]2)[OH:26])[cH:4][cH:5][cH:6][cH:7][cH:8]1.